Dataset: the Open Reaction Database (ORD), a public repository of structured organic reaction records. Task: describe an organic reaction: reactants, conditions, products, and yield Yield: 26.0%. The reactants are C(C)(C)OC1=CC=C(C=C1)/C=C/C=C/C=O ((E,E)-5-(4-isopropoxyphenyl)-2,4-pentadienal), S1C(NC(C1)=O)=O (2,4-thiazolidinedione). The product is C(C)(C)OC1=CC=C(C=C1)CCCCCC1C(NC(S1)=O)=O (5-[5-(4-isopropoxyphenyl)pentyl]-2,4-thiazolidinedione). Procedure: According to the same manner as that described in Example 23, (E,E)-5-(4-isopropoxyphenyl)-2,4-pentadienal was condensed with 2,4-thiazolidinedione, and the resulting compound was subjected to catalytic hydrogenation to give 5-[5-(4-isopropoxyphenyl)pentyl]-2,4-thiazolidinedione as an oil (yield: 26%). As a reaction SMILES: [CH:1]([O:4][C:5]1[CH:10]=[CH:9][C:8](/[CH:11]=[CH:12]/[CH:13]=[CH:14]/[CH:15]=O)=[CH:7][CH:6]=1)([CH3:3])[CH3:2].[S:17]1[CH2:21][C:20](=[O:22])[NH:19][C:18]1=[O:23]>>[CH:1]([O:4][C:5]1[CH:6]=[CH:7][C:8]([CH2:11][CH2:12][CH2:13][CH2:14][CH2:15][CH:21]2[S:17][C:18](=[O:23])[NH:19][C:20]2=[O:22])=[CH:9][CH:10]=1)([CH3:2])[CH3:3]. Starting materials: [N+](=O)([O-])C1=CC=CC=C1 (nitrobenzene), C(C(C)C)(=O)Cl (isobutyryl chloride), [Al] (aluminum), OC1=CC(=CC(=C1)O)O (1,3,5-trihydroxybenzene), [N+](=O)([O-])C1=CC=CC=C1 (nitrobenzene), [Cl-].[Al+3].[Cl-].[Cl-] (aluminum chloride), Cl (hydrochloric acid). The solvent is C(=S)=S (carbon disulfide). Conditions: time 5 hour. Yields the product CC(C)C(=O)C1=C(C=C(C=C1O)O)O ((2-propyl)(2,4,6-trihydroxyphenyl) ketone). Yield: 87.2%. Reaction SMILES: [OH:1][C:2]1[CH:7]=[C:6]([OH:8])[CH:5]=[C:4]([OH:9])[CH:3]=1.[N+](C1C=CC=CC=1)([O-])=O.[Cl-].[Al+3].[Cl-].[Cl-].[C:23](Cl)(=[O:27])[CH:24]([CH3:26])[CH3:25].Cl.[Al]>C(=S)=S>[CH3:25][CH:24]([C:23]([C:7]1[C:2]([OH:1])=[CH:3][C:4]([OH:9])=[CH:5][C:6]=1[OH:8])=[O:27])[CH3:26] |f:2.3.4.5|. Procedure: In a vessel fitted with a calcium chloride tube, 12.61 g (100.0 mmol) of 1,3,5-trihydroxybenzene (1) was suspended on a mixture of 35 ml of nitrobenzene and 45 ml of carbon disulfide and they were stirred. To the mixture, 40.0 g (300 mmol, 3.00 equivalents) of granular aluminum chloride was added piecemeal at room temperature. They were stirred for one hour and a nitrobenzene (10.0 ml) solution of 10.66 g (100.0 mmol, 1.000 equivalent) of isobutyryl chloride was slowly added dropwise to the mixt... Starting materials: CN(C)C=O (DMF), [Si](C)(C)(C)C=[N+]=[N-] (TMS diazomethane), C(C(=O)Cl)(=O)Cl (Oxalyl chloride), FC(C1=C(CN2[C@H](C[C@H](CC2)CC(=O)O)C2=CC=C(C=C2)C(F)(F)F)C=C(C=C1)C(F)(F)F)(F)F ((±)-cis-{1-[2,5-bis(trifluoromethyl)benzyl]-2-[4-(trifluoromethyl)phenyl]piperidin-4-yl}acetic acid). The solvent is C(Cl)Cl (DCM), C1CCOC1.CC#N (THF MeCN). Run at time 2 hour. Yields the product FC(C1=C(CN2[C@H](C[C@H](CC2)CC(=O)C=[N+]=[N-])C2=CC=C(C=C2)C(F)(F)F)C=C(C=C1)C(F)(F)F)(F)F ((±)-cis-1-{-1-[2,5-Bis(trifluoromethyl)benzyl]-2-[4-(trifluoromethyl)phenyl]piperidin-4-yl}-3-diazoacetone). Yield: 101.7%. Reaction SMILES: C(Cl)(=O)C(Cl)=O.[F:7][C:8]([F:41])([F:40])[C:9]1[CH:35]=[CH:34][C:33]([C:36]([F:39])([F:38])[F:37])=[CH:32][C:10]=1[CH2:11][N:12]1[CH2:17][CH2:16][C@H:15]([CH2:18][C:19]([OH:21])=O)[CH2:14][C@@H:13]1[C:22]1[CH:27]=[CH:26][C:25]([C:28]([F:31])([F:30])[F:29])=[CH:24][CH:23]=1.CN(C=O)C.[Si]([CH:51]=[N+:52]=[N-:53])(C)(C)C>C(Cl)Cl.C1COCC1.CC#N>[F:41][C:8]([F:40])([F:7])[C:9]1[CH:35]=[CH:34][C:33]([C:36]([F:39])([F:38])[F:37])=[CH:32][C:10]=1[CH2:11][N:12]1[CH2:17][CH2:16][C@H:15]([CH2:18][C:19]([CH:51]=[N+:52]=[N-:53])=[O:21])[CH2:14][C@@H:13]1[C:22]1[CH:23]=[CH:24][C:25]([C:28]([F:29])([F:30])[F:31])=[CH:26][CH:27]=1 |f:5.6|. Procedure: Oxalyl chloride (65 μl, 0.77 mmol) was added to a suspension of (±)-cis-{1-[2,5-bis(trifluoromethyl)benzyl]-2-[4-(trifluoromethyl)phenyl]piperidin-4-yl}acetic acid (Example 56) (157 mg, 0.30 mmol) in DCM (10 ml). DMF (5 μl) was added and the pale yellow solution obtained was stirred at RT under N2, for 2 h. The yellow solution was concentrated in vacuo and oxalyl chloride removed by azeotroping with toluene to yield a yellow solid. This was dissolved in THF/MeCN (5 ml/5 ml) cooled to 0° C. and T... Starting materials: C([O-])([O-])=O.[Na+].[Na+] (sodium carbonate), CN(C(CCl)=O)CC(OC)OC (N-Methyl-N-(2,2-dimethoxyethyl)-α-chloroacetamide), C(CO)O (ethylene glycol), C=1(C(=CC=CC1)S(=O)(=O)O)C (toluene sulfonic acid). Reagents/catalysts: solution. Run in CO (methanol), CCOCC (ether). Yields the product CN(C(CCl)=O)CC1OCCO1 (N-methyl-N-(1,3-dioxolan-2-ylmethyl)-α-chloroacetamide). As a reaction SMILES: [CH3:1][N:2]([CH2:7][CH:8]([O:11][CH3:12])[O:9][CH3:10])[C:3](=[O:6])[CH2:4][Cl:5].C(O)CO.C1(C)C(S(O)(=O)=O)=CC=CC=1.C(=O)([O-])[O-].[Na+].[Na+]>CCOCC.CO>[CH3:1][N:2]([CH2:7][CH:8]1[O:11][CH2:12][CH2:10][O:9]1)[C:3](=[O:6])[CH2:4][Cl:5] |f:3.4.5|. Procedure details: N-Methyl-N-(2,2-dimethoxyethyl)-α-chloroacetamide (19.5 grams; 0.10 mole), ethylene glycol (6.82 grams; 0.11 mole) and 10 drops of a solution of toluene sulfonic acid (1 gram) in ether (100 ml) were charged into a glass reaction vessel equipped with a mechanical stirrer, thermometer and distillation head. The mixture was heated at 100° to 110° C. with stirring and the methanol removed as it was formed. After no more methanol was given off the reaction mixture was cooled to room temperature and w... The reactants are [BH4-], O=c1c(C2=NS(=O)(=O)c3ccccc3N2)c(O)c2ccccc2n1N=Cc1ccccc1Br, CO, Cl, [Li+], C1CCOC1, O. Yields the product O=c1c(C2=NS(=O)(=O)c3ccccc3N2)c(O)c2ccccc2n1NCc1ccccc1Br. RXN SMILES: [BH4-:36].[Br:1][c:2]1[c:3]([CH:8]=[N:9][n:10]2[c:11](=[O:33])[c:12]([C:21]3=[N:22][S:23](=[O:31])(=[O:32])[c:24]4[c:25]([cH:27][cH:28][cH:29][cH:30]4)[NH:26]3)[c:13]([OH:20])[c:14]3[cH:15][cH:16][cH:17][cH:18][c:19]23)[cH:4][cH:5][cH:6][cH:7]1.[CH3:34][OH:35].[ClH:38].[Li+:37].[O:39]1[CH2:40][CH2:41][CH2:42][CH2:43]1.[OH2:44]>>[Br:1][c:2]1[c:3]([CH2:8][NH:9][n:10]2[c:11](=[O:33])[c:12]([C:21]3=[N:22][S:23](=[O:31])(=[O:32])[c:24]4[c:25]([cH:27][cH:28][cH:29][cH:30]4)[NH:26]3)[c:13]([OH:20])[c:14]3[cH:15][cH:16][cH:17][cH:18][c:19]23)[cH:4][cH:5][cH:6][cH:7]1. Starting materials: NC1=NC2=C(N1C=1C=C(C=CC1)B1OCCCO1)C=CC=C2 (3-(2-amino-1-benzimidazolyl)-phenyl-1,3,2-dioxaborinane), C(C)(=O)NC=1N(N=CC1Br)C (3-acetamido-4-bromo-2-methylpyrazole). Yields the product NC1=NC2=C(N1C1=CC(=CC=C1)C=1C=NN(C1NC(C)=O)C)C=CC=C2 (2-Amino-1-[3-(5-acetamido-1-methyl-4-pyrazolyl)phenyl]benzimidazole). Reaction SMILES: [NH2:1][C:2]1[N:6]([C:7]2[CH:8]=[C:9](B3OCCCO3)[CH:10]=[CH:11][CH:12]=2)[C:5]2[CH:19]=[CH:20][CH:21]=[CH:22][C:4]=2[N:3]=1.[C:23]([NH:26][C:27]1[N:28]([CH3:33])[N:29]=[CH:30][C:31]=1Br)(=[O:25])[CH3:24]>>[NH2:1][C:2]1[N:6]([C:7]2[CH:12]=[CH:11][CH:10]=[C:9]([C:31]3[CH:30]=[N:29][N:28]([CH3:33])[C:27]=3[NH:26][C:23](=[O:25])[CH3:24])[CH:8]=2)[C:5]2[CH:19]=[CH:20][CH:21]=[CH:22][C:4]=2[N:3]=1. Reported procedure: 2-Amino-1-[3-(5-acetamido-1-methyl-4-pyrazolyl)phenyl]benzimidazole was prepared from 3-(2-amino-1-benzimidazolyl)-phenyl-1,3,2-dioxaborinane and 3-acetamido-4-bromo-2-methylpyrazole according to method A. mp 135°-137° C.